From a dataset of the Open Reaction Database (ORD), a public repository of structured organic reaction records. describe an organic reaction: reactants, conditions, products, and yield Reactants: CC(=O)OC(C)=O, O=CO, [Na+], [OH-], O, NCC1Cc2ccccc2Cc2ccccc21. Yields the product O=CNCC1Cc2ccccc2Cc2ccccc21. As a reaction SMILES: [CH3:4][C:5]([O:6][C:7](=[O:8])[CH3:9])=[O:10].[CH:1](=[O:2])[OH:3].[Na+:29].[OH-:28].[OH2:30].[cH:11]1[cH:12][cH:13][cH:14][c:15]2[c:21]1[CH2:20][CH:19]([CH2:22][NH2:23])[c:18]1[c:17]([cH:27][cH:26][cH:25][cH:24]1)[CH2:16]2>>[CH:1](=[O:3])[NH:23][CH2:22][CH:19]1[c:18]2[c:17]([cH:27][cH:26][cH:25][cH:24]2)[CH2:16][c:15]2[cH:14][cH:13][cH:12][cH:11][c:21]2[CH2:20]1. Reactants: N1=CC=CC=C1 (pyridine), BrC(C(=O)Cl)C1=C(C=CC=C1)F (2-bromo-2-(2-fluorophenyl)acetyl chloride), CC(C)(C1=CC(=CC=C1)Cl)NCC(=C)C (N-[1-methyl-1-(3-chlorophenyl)ethyl]-2-methyl-2-propenylamine), O (water). Run in ClCCl (dichloromethane), ClCCl (dichloromethane). Run at time 1 hour. Yields the product CC(C)(C1=CC(=CC=C1)Cl)N(C(C(C1=C(C=CC=C1)F)Br)=O)CC(=C)C (N-[1-methyl-1-(3-chlorophenyl)ethyl]-N-(2-methyl-2-propenyl)-2-bromo-2-(2-fluorophenyl)acetamide). Yield: 40.8%. As a reaction SMILES: N1C=CC=CC=1.[Br:7][CH:8]([C:12]1[CH:17]=[CH:16][CH:15]=[CH:14][C:13]=1[F:18])[C:9](Cl)=[O:10].[CH3:19][C:20]([NH:29][CH2:30][C:31]([CH3:33])=[CH2:32])([C:22]1[CH:27]=[CH:26][CH:25]=[C:24]([Cl:28])[CH:23]=1)[CH3:21].O>ClCCl>[CH3:21][C:20]([N:29]([CH2:30][C:31]([CH3:33])=[CH2:32])[C:9](=[O:10])[CH:8]([Br:7])[C:12]1[CH:17]=[CH:16][CH:15]=[CH:14][C:13]=1[F:18])([C:22]1[CH:27]=[CH:26][CH:25]=[C:24]([Cl:28])[CH:23]=1)[CH3:19]. Reported procedure: In 30 ml of dichloromethane containing 2.8 g of pyridine, 4.0 g of 2-bromo-2-(2-fluorophenyl)acetyl chloride were added dropwise to 2.5 g of N-[1-methyl-1-(3-chlorophenyl)ethyl]-2-methyl-2-propenylamine at 10° to 15° C. After stirring at room temperature for 1 hour, the solution was poured into water, and extraction was then made with dichloromethane. The resultant extract was washed with a saturated aqueous sodium bicarbonate solution, and dried over anhydrous sodium sulfate. After concentratio... The reactants are N1CCC2(CC1)CSC1=C(O2)C2=CC=CC=C2C(C1=O)=O (spiro[naphtho[1,2-b][1,4]oxathiine-2,4′-piperidine]-5,6-dione), C1(=CC=CC=C1)C1OC1 (2-phenyloxirane). Reported procedure: Compound 167 was synthesized using spiro[naphtho[1,2-b][1,4]oxathiine-2,4′-piperidine]-5,6-dione, 2-phenyloxirane and conditions outlined in procedure X. M.p.=193-195° C.; 400 MHz 1H NMR (DMSO-d6) δ: 8.09-7.75 (m, 3H), 7.6-7.5 (m, 1H), 7.4-7.2 (m, 5H), 5.03 (br. s, 1H), 4.93 (br. s, 1H), 3.07 (s, 2H), 2.9-2.78 (m, 2H), 2.65-2.45 (m, 4H), 2.05-1.7 (m, 4H); LCMS: 422 [M+H]. Yields the product OC(CN1CCC2(CC1)CSC1=C(O2)C2=CC=CC=C2C(C1=O)=O)C1=CC=CC=C1 (1′-(2-hydroxy-2-phenylethyl)spiro[naphtho[1,2-b][1,4]oxathiine-2,4′-piperidine]-5,6-dione). Reaction SMILES: [NH:1]1[CH2:6][CH2:5][C:4]2([O:11][C:10]3[C:12]4[C:17]([C:18](=[O:21])[C:19](=[O:20])[C:9]=3[S:8][CH2:7]2)=[CH:16][CH:15]=[CH:14][CH:13]=4)[CH2:3][CH2:2]1.[C:22]1([CH:28]2[CH2:30][O:29]2)[CH:27]=[CH:26][CH:25]=[CH:24][CH:23]=1>>[OH:29][CH:28]([C:22]1[CH:27]=[CH:26][CH:25]=[CH:24][CH:23]=1)[CH2:30][N:1]1[CH2:2][CH2:3][C:4]2([O:11][C:10]3[C:12]4[C:17]([C:18](=[O:21])[C:19](=[O:20])[C:9]=3[S:8][CH2:7]2)=[CH:16][CH:15]=[CH:14][CH:13]=4)[CH2:5][CH2:6]1. Starting materials: BrC=1C(=CC2=C(S(C3=C2C=CC=C3)(=O)=O)C1)NC(C(C)(C)C)=O (3-Bromo-5,5-dioxo-2-pivaloylaminodibenzothiophene), IC (iodomethane), C(C)(C)(C)[Li] (tert-butyllithium), CCCCC (pentane), C(C)(=O)[O-].[NH4+] (ammonium acetate). Run in C(Cl)Cl (DCM), C1CCOC1 (THF). Reaction conditions: temperature -70 celsius, time 30 minute. The product is CC=1C(=CC2=C(S(C3=C2C=CC=C3)(=O)=O)C1)NC(C(C)(C)C)=O (3-Methyl-5,5-dioxo-2-pivaloylaminodibenzothiophene). Reaction SMILES: Br[C:2]1[C:3]([NH:17][C:18](=[O:23])[C:19]([CH3:22])([CH3:21])[CH3:20])=[CH:4][C:5]2[C:9]3[CH:10]=[CH:11][CH:12]=[CH:13][C:8]=3[S:7](=[O:15])(=[O:14])[C:6]=2[CH:16]=1.[C:24]([Li])(C)(C)C.CCCCC.IC.C([O-])(=O)C.[NH4+]>C1COCC1.C(Cl)Cl>[CH3:24][C:2]1[C:3]([NH:17][C:18](=[O:23])[C:19]([CH3:22])([CH3:21])[CH3:20])=[CH:4][C:5]2[C:9]3[CH:10]=[CH:11][CH:12]=[CH:13][C:8]=3[S:7](=[O:15])(=[O:14])[C:6]=2[CH:16]=1 |f:4.5|. Procedure: 3-Bromo-5,5-dioxo-2-pivaloylaminodibenzothiophene (Example 70; 0.1 g, 0.254 mmol) was suspended in dry THF (2 ml) under argon, cooled to −70° C. and 1.7 M tert-butyllithium in pentane (0.49 ml, 0.838 mmol) was added dropwise over 5 minutes. The mixture was allowed to warm to −30° C. and the suspension slowly dissolved as the solution darkened. The mixture was then re-cooled to −70° C. and iodomethane (0.17 ml, 0.279 mmol) added and stirred for 30 minutes. Saturated ammonium acetate (5 ml) and DC...